The task is: describe an organic reaction: reactants, conditions, products, and yield. This data is from the Open Reaction Database (ORD), a public repository of structured organic reaction records. Reactants: COC(CCCN(C)CC(C)OC=1C2=C(N=CN1)OC(=C2C2=CC=C(C=C2)OC)C2=CC=CC=C2)=O ((+/−)-4-[(2-{[5-(4-methoxyphenyl)-6-phenylfuro[2,3-d]pyrimidin-4-yl]oxy}propyl)(methyl)amino]butanoic acid methyl ester), [OH-].[Na+] (sodium hydroxide). Run in C1CCOC1 (THF). Conditions: time 8 hour. Yields the product COC1=CC=C(C=C1)C1=C(OC=2N=CN=C(C21)OC(CN(CCCC(=O)O)C)C)C2=CC=CC=C2 ((+/−)-4-[(2-{[5-(4-Methoxyphenyl)-6-phenylfuro[2,3-d]pyrimidin-4-yl]oxy}propyl)(methyl)-amino]butanoic acid). Reaction SMILES: C[O:2][C:3](=[O:36])[CH2:4][CH2:5][CH2:6][N:7]([CH2:9][CH:10]([O:12][C:13]1[C:14]2[C:21]([C:22]3[CH:27]=[CH:26][C:25]([O:28][CH3:29])=[CH:24][CH:23]=3)=[C:20]([C:30]3[CH:35]=[CH:34][CH:33]=[CH:32][CH:31]=3)[O:19][C:15]=2[N:16]=[CH:17][N:18]=1)[CH3:11])[CH3:8].[OH-].[Na+]>C1COCC1>[CH3:29][O:28][C:25]1[CH:24]=[CH:23][C:22]([C:21]2[C:14]3[C:13]([O:12][CH:10]([CH3:11])[CH2:9][N:7]([CH3:8])[CH2:6][CH2:5][CH2:4][C:3]([OH:36])=[O:2])=[N:18][CH:17]=[N:16][C:15]=3[O:19][C:20]=2[C:30]2[CH:35]=[CH:34][CH:33]=[CH:32][CH:31]=2)=[CH:27][CH:26]=1 |f:1.2|. Reported procedure: Put 20 mg (0.027 mmol) (+/−)-4-[(2-{[5-(4-methoxyphenyl)-6-phenylfuro[2,3-d]pyrimidin-4-yl]oxy}propyl)(methyl)amino]butanoic acid methyl ester in 0.8 ml THF. Add 0.27 ml (0.27 mmol) 1 N sodium hydroxide solution and stir overnight at RT. Then concentrate by evaporation and purify the residue by thick-layer chromatography on silica gel (solvent: dichloromethane/methanol 9:1). Extract the product zone with dichloromethane/methanol 7:3. 8.5 mg (66.3% of theor.) of the target compound is obtained.